Task: describe an organic reaction: reactants, conditions, products, and yield. Dataset: the Open Reaction Database (ORD), a public repository of structured organic reaction records The product is CCCCCCC(C)Oc1ccc(C)c([N+](=O)[O-])c1. Starting materials: CCCCCCC(C)O, O=[N+]([O-])c1ccccc1O, Cc1ccc(O)cc1[N+](=O)[O-]. Reaction SMILES: [CH3:12][CH:13]([CH2:14][CH2:15][CH2:16][CH2:17][CH2:18][CH3:19])[OH:20].[N+:21]([c:22]1[cH:23][cH:24][cH:25][cH:26][c:27]1[OH:28])([O-:29])=[O:30].[OH:1][c:2]1[cH:3][c:4]([N+:9](=[O:10])[O-:11])[c:5]([CH3:8])[cH:6][cH:7]1>>[O:1]([c:2]1[cH:3][c:4]([N+:9](=[O:10])[O-:11])[c:5]([CH3:8])[cH:6][cH:7]1)[CH:13]([CH3:12])[CH2:14][CH2:15][CH2:16][CH2:17][CH2:18][CH3:19]. The reactants are CN(C=O)C (N,N-dimethylformamide), NC=1C(=C(C=CC1F)N1C=C(C(C2=CC(=C(N=C12)N1C[C@H](CC1)N)F)=O)C(=O)O)F (1-(3-amino-2,4-difluorophenyl)-7-[(3S)-3-aminopyrrolidin-1-yl]-6-fluoro-4-oxo-1,4-dihydro-1,8-naphthyridine-3-carboxylic acid), C(C)(C)OC(C)C (diisopropyl ether). The solvent is C(=O)O (formic acid). Run at temperature 120 celsius, time 1 hour. Product: C(C)(C)OC(C)C (diisopropyl ether), NC=1C(=C(C=CC1F)N1C=C(C(C2=CC(=C(N=C12)N1C[C@H](CC1)NC=O)F)=O)C(=O)O)F (1-(3-amino-2,4-difluorophenyl)-7-[(3S)-3-(formylamino)-pyrrolidin-1-yl]-6-fluoro-4-oxo-1,4-dihydro-1,8-naphthyridine-3-carboxylic acid). RXN SMILES: [CH3:1][N:2](C)[CH:3]=[O:4].[NH2:6][C:7]1[C:8]([F:35])=[C:9]([N:14]2[C:23]3[C:18](=[CH:19][C:20]([F:30])=[C:21]([N:24]4[CH2:28]C[C@H:26](N)[CH2:25]4)[N:22]=3)[C:17](=[O:31])[C:16]([C:32]([OH:34])=[O:33])=[CH:15]2)[CH:10]=[CH:11][C:12]=1[F:13].[CH:36]([O:39][CH:40]([CH3:42])[CH3:41])([CH3:38])[CH3:37]>C(O)=O>[CH:36]([O:39][CH:40]([CH3:42])[CH3:41])([CH3:38])[CH3:37].[NH2:6][C:7]1[C:8]([F:35])=[C:9]([N:14]2[C:23]3[C:18](=[CH:19][C:20]([F:30])=[C:21]([N:24]4[CH2:25][CH2:26][C@H:1]([NH:2][CH:3]=[O:4])[CH2:28]4)[N:22]=3)[C:17](=[O:31])[C:16]([C:32]([OH:34])=[O:33])=[CH:15]2)[CH:10]=[CH:11][C:12]=1[F:13]. Procedure details: To 600 mg of N,N-dimethylformamide were added 210 mg of 1-(3-amino-2,4-difluorophenyl)-7-[(3S)-3-aminopyrrolidin-1-yl]-6-fluoro-4-oxo-1,4-dihydro-1,8-naphthyridine-3-carboxylic acid and 40 mg of formic acid. The solution was stirred at 120° C. for 1 hour. After 8 ml of diisopropyl ether was added and stirred, the solution was allowed to stand. The supernatant was decanted off. Then 2 ml of ethanol was added, and the solution was heated at reflux for 20 minutes and allowed to cool down. The preci...